The task is: describe an organic reaction: reactants, conditions, products, and yield. This data is from the Open Reaction Database (ORD), a public repository of structured organic reaction records. Reactants: ClC1=CC=C(C=C1)[C@H]1[C@@H](CNC1)C(=O)N1[C@H](C(=O)N(C)C)C[C@@H](C1)N(C(C(C)(C)C)=O)C1CCC(CC1)(C)C ((4S)-1-{[(3S,4R)-4-(4-chlorophenyl)pyrrolidine-3-yl]carbonyl}-4-[(4,4-dimethylcyclohexyl)(2,2-dimethylpropanoyl)amino]-N,N-dimethyl-L-prolineamide), amide, CC(=O)O (AcOH). The product is C(C)(=O)N1C[C@H]([C@@H](C1)C1=CC=C(C=C1)Cl)C(=O)N1[C@H](C(=O)N(C)C)CC(C1)N(C(C(C)(C)C)=O)C1CCC(CC1)(C)C ({[(3S,4R)-1-acetyl-4-(4-chlorophenyl)pyrrolidine-3-yl]carbonyl}-4-[(4,4-dimethylcyclohexyl)(2,2-dimethylpropanoyl)amino]-N,N-dimethyl-L-prolineamide). RXN SMILES: [Cl:1][C:2]1[CH:7]=[CH:6][C:5]([C@@H:8]2[CH2:12][NH:11][CH2:10][C@H:9]2[C:13]([N:15]2[CH2:24][C@@H:23]([N:25]([CH:32]3[CH2:37][CH2:36][C:35]([CH3:39])([CH3:38])[CH2:34][CH2:33]3)[C:26](=[O:31])[C:27]([CH3:30])([CH3:29])[CH3:28])[CH2:22][C@H:16]2[C:17]([N:19]([CH3:21])[CH3:20])=[O:18])=[O:14])=[CH:4][CH:3]=1.[CH3:40][C:41](O)=[O:42]>>[C:41]([N:11]1[CH2:12][C@@H:8]([C:5]2[CH:6]=[CH:7][C:2]([Cl:1])=[CH:3][CH:4]=2)[C@H:9]([C:13]([N:15]2[CH2:24][CH:23]([N:25]([CH:32]3[CH2:37][CH2:36][C:35]([CH3:39])([CH3:38])[CH2:34][CH2:33]3)[C:26](=[O:31])[C:27]([CH3:30])([CH3:29])[CH3:28])[CH2:22][C@H:16]2[C:17]([N:19]([CH3:21])[CH3:20])=[O:18])=[O:14])[CH2:10]1)(=[O:42])[CH3:40]. Procedure: The title compound was prepared according to the procedure described in Step F of Example A1 using (4S)-1-{[(3S,4R)-4-(4-chlorophenyl)pyrrolidine-3-yl]carbonyl}-4-[(4,4-dimethylcyclohexyl)(2,2-dimethylpropanoyl)amino]-N,N-dimethyl-L-prolineamide (84 mg, 0.15 mmol) prepared in Example E1-1 and AcOH via amide coupling reaction. The reactants are CCOC(C)=O, CCCCc1noc(C)c1C(O)Cc1nc(C)c(C(=O)OC)s1, [Na+], [OH-], O=S(=O)(O)O. Yields the product CCCCc1noc(C)c1C=Cc1nc(C)c(C(=O)OC)s1. As a reaction SMILES: [CH3:31][CH2:32][O:33][C:34](=[O:35])[CH3:36].[CH3:6][O:7][C:8](=[O:9])[c:10]1[c:11]([CH3:28])[n:12][c:13]([CH2:15][CH:16]([OH:17])[c:18]2[c:19]([CH2:24][CH2:25][CH2:26][CH3:27])[n:20][o:21][c:22]2[CH3:23])[s:14]1.[Na+:30].[OH-:29].[S:1](=[O:2])(=[O:3])([OH:4])[OH:5]>>[CH3:6][O:7][C:8](=[O:9])[c:10]1[c:11]([CH3:28])[n:12][c:13]([CH:15]=[CH:16][c:18]2[c:19]([CH2:24][CH2:25][CH2:26][CH3:27])[n:20][o:21][c:22]2[CH3:23])[s:14]1. Reactants: N1C=CC2=CC=C(C=C12)C(=O)OC (methyl indole-6-carboxylate), CC1=C(CCl)C(=CC(=C1)C)C (2,4,6-trimethylbenzyl chloride). The product is CC1=C(CN2C=CC3=CC=C(C=C23)C(=O)O)C(=CC(=C1)C)C (1-(2,4,6-trimethylbenzyl)-1H-indole-6-carboxylic acid). Isolated yield 47.2%. Reaction SMILES: [NH:1]1[C:9]2[C:4](=[CH:5][CH:6]=[C:7]([C:10]([O:12]C)=[O:11])[CH:8]=2)[CH:3]=[CH:2]1.[CH3:14][C:15]1[CH:22]=[C:21]([CH3:23])[CH:20]=[C:19]([CH3:24])[C:16]=1[CH2:17]Cl>>[CH3:14][C:15]1[CH:22]=[C:21]([CH3:23])[CH:20]=[C:19]([CH3:24])[C:16]=1[CH2:17][N:1]1[C:9]2[C:4](=[CH:5][CH:6]=[C:7]([C:10]([OH:12])=[O:11])[CH:8]=2)[CH:3]=[CH:2]1. Procedure: The titled compound (790 mg) as a pale yellow solid was prepared from methyl indole-6-carboxylate (1.0 g) and 2,4,6-trimethylbenzyl chloride (1.2 g) according to the method of Example 1. The reactants are C=O (Paraformaldehyde), [OH-].[NH4+] (ammonium hydroxide), [N+](=O)([O-])C1=C(N=C(N1C)C)C (5-nitro-1,2,4-trimethylimidazole), glass-lined. Solvent: CS(=O)C (DMSO), O (water). Run at temperature 140 celsius. Product: CN1C(=NC(=C1[N+](=O)[O-])C)CCO (1,4-Dimethyl-2-(2-hydroxyethyl)-5-nitroimidazole). Yield: 74.8%. As a reaction SMILES: [CH2:1]=[O:2].[N+:3]([C:6]1[N:10]([CH3:11])[C:9]([CH3:12])=[N:8][C:7]=1[CH3:13])([O-:5])=[O:4].[OH-].[NH4+]>CS(C)=O.O>[CH3:11][N:10]1[C:6]([N+:3]([O-:5])=[O:4])=[C:7]([CH3:13])[N:8]=[C:9]1[CH2:12][CH2:1][OH:2] |f:2.3|. Procedure: Paraformaldehyde (4.05 g, 0.135 mole) and 5-nitro-1,2,4-trimethylimidazole (4.2 g, 0.027 mole) were combined in 25 ml of DMSO and heated at 140° C. for 48 hours (24 hours are found to be optimum), in a 300 ml glass-lined bomb. The reaction mixture was then evaporated in vacuo at 80° C. to give a dark brown oil. This was dissolved in about 60 ml of water, 5 ml of concentrated ammonium hydroxide are added, and the mixture was extracted six times with 70 ml of ethyl acetate. The ethyl acetate layer... Starting materials: CO, CC(=O)O, ClC(Cl)Cl, O=CCn1c(=O)sc2ccc(Cl)cc21, CC(C)(C)OC(=O)N(Cc1cc2c(cn1)OCCO2)C1CCNCC1. Product: CC(C)(C)OC(=O)N(Cc1cc2c(cn1)OCCO2)C1CCN(CCn2c(=O)sc3ccc(Cl)cc32)CC1. Reaction SMILES: [CH3:40][OH:41].[CH3:42][C:43](=[O:44])[OH:45].[CH:46]([Cl:47])([Cl:48])[Cl:49].[Cl:1][c:2]1[cH:3][cH:4][c:5]2[c:6]([n:7]([CH2:11][CH:12]=[O:13])[c:8](=[O:10])[s:9]2)[cH:14]1.[O:15]1[CH2:16][CH2:17][O:18][c:19]2[cH:20][n:21][c:22]([CH2:25][N:26]([C:27]([O:28][C:29]([CH3:30])([CH3:31])[CH3:32])=[O:33])[CH:34]3[CH2:35][CH2:36][NH:37][CH2:38][CH2:39]3)[cH:23][c:24]21>>[Cl:1][c:2]1[cH:3][cH:4][c:5]2[c:6]([n:7]([CH2:11][CH2:12][N:37]3[CH2:36][CH2:35][CH:34]([N:26]([CH2:25][c:22]4[n:21][cH:20][c:19]5[c:24]([cH:23]4)[O:15][CH2:16][CH2:17][O:18]5)[C:27]([O:28][C:29]([CH3:30])([CH3:31])[CH3:32])=[O:33])[CH2:39][CH2:38]3)[c:8](=[O:10])[s:9]2)[cH:14]1.